This data is from the Open Reaction Database (ORD), a public repository of structured organic reaction records. The task is: describe an organic reaction: reactants, conditions, products, and yield Reactants: FC=1C=C(COC2=CC=C(C=C2)N2C(CC(C2)CO)=O)C=CC1 ((RS)-1-[4-(3-fluoro-benzyloxy)-phenyl]-4-hydroxymethyl-pyrrolidin-2-one), CS(=O)(=O)Cl (methanesulfonyl chloride), [C-]#N.[Na+] (sodium cyanide). Product: FC=1C=C(COC2=CC=C(C=C2)N2CC(CC2=O)CC#N)C=CC1 ((RS)-{1-[4-(3-Fluoro-benzyloxy)-phenyl]-5-oxo-pyrrolidin-3-yl}-acetonitrile), colorless solid. Yield: 27.0%. Reaction SMILES: [F:1][C:2]1[CH:3]=[C:4]([CH:21]=[CH:22][CH:23]=1)[CH2:5][O:6][C:7]1[CH:12]=[CH:11][C:10]([N:13]2[CH2:17][CH:16]([CH2:18]O)[CH2:15][C:14]2=[O:20])=[CH:9][CH:8]=1.CS(Cl)(=O)=O.[C-:29]#[N:30].[Na+]>>[F:1][C:2]1[CH:3]=[C:4]([CH:21]=[CH:22][CH:23]=1)[CH2:5][O:6][C:7]1[CH:8]=[CH:9][C:10]([N:13]2[C:14](=[O:20])[CH2:15][CH:16]([CH2:18][C:29]#[N:30])[CH2:17]2)=[CH:11][CH:12]=1 |f:2.3|. Procedure: The title compound is prepared in analogy to Example 33b) from (RS)-1-[4-(3-fluoro-benzyloxy)-phenyl]-4-hydroxymethyl-pyrrolidin-2-one, methanesulfonyl chloride and sodium cyanide. Yield: 27% of a colorless solid. MS: m/e=325.2 (M+H)+. Starting materials: FC(C=1C=C(C=C(C1)C(F)(F)F)NC(=O)N1CCN(CC1)C1=NC=CN=C1C#CC1=CC=NC=C1)(F)F (3′-Pyridin-4-ylethynyl-2,3,5,6-tetrahydro-[1,2′]bipyrazinyl-4-carboxylic acid (3,5-bis-trifluoromethylphenyl)amide), C(C)O (ethanol). Reagents/catalysts: [Pd] (palladium on carbon). Conditions: time 5 hour. Product: FC(C=1C=C(C=C(C1)C(F)(F)F)NC(=O)N1CCN(CC1)C1=NC=CC=C1OCC1=CC=NC=C1)(F)F (N-[3,5-bis(trifluoromethyl)phenyl]-4-{3-[(pyridin-4-ylmethyl)oxy]pyridin-2-yl}piperazine-1-carboxamide). RXN SMILES: [F:1][C:2]([F:37])([F:36])[C:3]1[CH:4]=[C:5]([NH:13][C:14]([N:16]2[CH2:21][CH2:20][N:19]([C:22]3[C:27]([C:28]#CC4C=CN=CC=4)=N[CH:25]=[CH:24][N:23]=3)[CH2:18][CH2:17]2)=[O:15])[CH:6]=[C:7]([C:9]([F:12])([F:11])[F:10])[CH:8]=1.[CH2:38]([OH:40])[CH3:39]>[Pd]>[F:1][C:2]([F:36])([F:37])[C:3]1[CH:4]=[C:5]([NH:13][C:14]([N:16]2[CH2:21][CH2:20][N:19]([C:22]3[C:27]([O:40][CH2:38][C:39]4[CH:20]=[CH:21][N:16]=[CH:17][CH:18]=4)=[CH:28][CH:25]=[CH:24][N:23]=3)[CH2:18][CH2:17]2)=[O:15])[CH:6]=[C:7]([C:9]([F:11])([F:12])[F:10])[CH:8]=1. Reported procedure: 3′-Pyridin-4-ylethynyl-2,3,5,6-tetrahydro-[1,2′]bipyrazinyl-4-carboxylic acid (3,5-bis-trifluoromethylphenyl)amide (˜0.4 mmol) was dissolved in 5 mL ethanol. Then, 50 mg of 10% palladium on carbon was added. The reaction flask was flushed with hydrogen and the reaction was stirred at room temperature for 5 hr under 1 atmosphere of hydrogen. The reaction mixture was filtered through Celite and concentrated under vacuum. The residue was purified by reverse phase HPLC to give N-[3,5-bis(trifluorome... Reactants: BrCCBr, CC1CCCCC1I, C[Si](C)(C)Cl, CSc1nsc(Cl)n1, ClCCl, Cl[Pd]Cl, C1CCOC1, [Zn]. The product is CSc1nsc(C2CCCCC2C)n1. Reaction SMILES: [Br:1][CH2:2][CH2:3][Br:4].[CH3:10][CH:11]1[CH:12]([I:17])[CH2:13][CH2:14][CH2:15][CH2:16]1.[CH3:5][Si:6]([Cl:7])([CH3:8])[CH3:9].[Cl:18][c:19]1[n:20][c:21]([S:24][CH3:25])[n:22][s:23]1.[Cl:27][CH2:28][Cl:29].[Cl:30][Pd:31][Cl:32].[O:33]1[CH2:34][CH2:35][CH2:36][CH2:37]1.[Zn:26]>>[CH3:10][CH:11]1[CH:12]([c:19]2[n:20][c:21]([S:24][CH3:25])[n:22][s:23]2)[CH2:13][CH2:14][CH2:15][CH2:16]1. The reactants are COC(=O)C=1C=CC2=C(C=C(O2)C(CC)(C2=CC(=C(C=C2)O)CC)CC)C1 (2-[1-Ethyl-1-(4-hydroxy-3-ethyl-phenyl)-propyl]-benzofuran-5-carboxylic acid methyl ester), BrCC(C(C)(C)C)=O (1-bromopinacolone), C(=O)([O-])[O-].[K+].[K+] (K2CO3). Product: COC(=O)C=1C=CC2=C(C=C(O2)C(CC)C(C)C2=CC(=C(C=C2)OCC(C(C)(C)C)=O)CC)C1 (2-{1-[4-(3,3-Dimethyl-2-oxo-butoxy)-3-ethyl-phenyl]-ethylpropyl}-benzofuran-5-carboxylic acid methyl ester). The yield is 198.9%. Reaction SMILES: [CH3:1][O:2][C:3]([C:5]1[CH:6]=[CH:7][C:8]2[O:12][C:11]([C:13]([CH2:25][CH3:26])(C3C=CC(O)=C(CC)C=3)[CH2:14][CH3:15])=[CH:10][C:9]=2[CH:27]=1)=[O:4].Br[CH2:29][C:30](=[O:35])[C:31]([CH3:34])([CH3:33])[CH3:32].[C:36]([O-:39])([O-])=O.[K+].[K+]>>[CH3:1][O:2][C:3]([C:5]1[CH:6]=[CH:7][C:8]2[O:12][C:11]([CH:13]([CH:25]([C:5]3[CH:6]=[CH:7][C:36]([O:39][CH2:29][C:30](=[O:35])[C:31]([CH3:34])([CH3:33])[CH3:32])=[C:9]([CH2:10][CH3:11])[CH:27]=3)[CH3:26])[CH2:14][CH3:15])=[CH:10][C:9]=2[CH:27]=1)=[O:4] |f:2.3.4|. Procedure: 2-[1-Ethyl-1-(4-hydroxy-3-ethyl-phenyl)-propyl]-benzofuran-5-carboxylic acid methyl ester (1.30 g, 3.55 mmol) and 1-bromopinacolone (0.953 g, 5.33 mmol) and K2CO3 (0.98 g, 7.10 mmol) are reacted analogous to Example 1E to give the title compound (1.64 g, 99%).